From a dataset of the Open Reaction Database (ORD), a public repository of structured organic reaction records. describe an organic reaction: reactants, conditions, products, and yield Reactants: BrC1=CSC2=C1C=CC=C2C=O (3-bromo-7-benzothiophene-carbaldehyde), [H][H] (hydrogen). The reagents and catalysts are [Pd] (palladium-on carbon). Run in O1CCCC1 (tetrahydrofuran), C(C)N(CC)CC (triethylamine). Yields the product S1C=CC2=C1C(=CC=C2)C=O (7-benzothiophene-carbaldehyde). As a reaction SMILES: Br[C:2]1[C:6]2[CH:7]=[CH:8][CH:9]=[C:10]([CH:11]=[O:12])[C:5]=2[S:4][CH:3]=1.[H][H]>[Pd].O1CCCC1.C(N(CC)CC)C>[S:4]1[C:5]2[C:10]([CH:11]=[O:12])=[CH:9][CH:8]=[CH:7][C:6]=2[CH:2]=[CH:3]1. Procedure details: 2 g of 5% palladium-on carbon catalyst are added to a solution of 10.4 g (43.15 mmoles) of 3-bromo-7-benzothiophene-carbaldehyde in 130 ml of tetrahydrofuran and 5.6 ml of triethylamine and the mixture is hydrogenated with hydrogen in a hydrogenating apparatus for 45 hours at 20°-22° C. under atmospheric pressure. The catalyst is then filtered off and the solvent is evaporated in vacuo from the filtrate. The residue is dissolved with 50 ml each of water and ethyl acetate, and 5.2 g (67.5% of the...